This data is from the Open Reaction Database (ORD), a public repository of structured organic reaction records. The task is: describe an organic reaction: reactants, conditions, products, and yield Starting materials: CC(C)(C)N=C=O, Nc1ncc2cc(-c3c(F)cccc3F)c(N)nc2n1. The product is CC(C)(C)NC(=O)Nc1nc2nc(N)ncc2cc1-c1c(F)cccc1F. Reaction SMILES: [C:21]([CH3:22])([CH3:23])([CH3:24])[N:25]=[C:26]=[O:27].[F:1][c:2]1[c:3](-[c:9]2[cH:10][c:11]3[c:12]([n:13][c:14]([NH2:17])[n:15][cH:16]3)[n:18][c:19]2[NH2:20])[c:4]([F:8])[cH:5][cH:6][cH:7]1>>[F:1][c:2]1[c:3](-[c:9]2[cH:10][c:11]3[c:12]([n:13][c:14]([NH2:17])[n:15][cH:16]3)[n:18][c:19]2[NH:20][C:26]([NH:25][C:21]([CH3:22])([CH3:23])[CH3:24])=[O:27])[c:4]([F:8])[cH:5][cH:6][cH:7]1. The reactants are O=C([O-])[O-], CC(N)C(=O)O, O=Cc1ccccc1O, [Na+], [Na+], N#Cc1ccc(N2C(=O)CNC2=O)c2ccccc12, O. Product: N#Cc1ccc(N2C(=O)NC(=Cc3ccccc3O)C2=O)c2ccccc12. RXN SMILES: [C:26](=[O:27])([O-:28])[O-:29].[CH3:20][CH:21]([C:22](=[O:23])[OH:24])[NH2:25].[CH:32](=[O:33])[c:34]1[cH:35][cH:36][cH:37][cH:38][c:39]1[OH:40].[Na+:30].[Na+:31].[O:1]=[C:2]1[N:3]([c:8]2[cH:9][cH:10][c:11]([C:18]#[N:19])[c:12]3[cH:13][cH:14][cH:15][cH:16][c:17]23)[C:4](=[O:7])[CH2:5][NH:6]1.[OH2:41]>>[O:1]=[C:2]1[N:3]([c:8]2[cH:9][cH:10][c:11]([C:18]#[N:19])[c:12]3[cH:13][cH:14][cH:15][cH:16][c:17]23)[C:4](=[O:7])[C:5](=[CH:32][c:34]2[cH:35][cH:36][cH:37][cH:38][c:39]2[OH:40])[NH:6]1. Starting materials: ONC(C1=CC(=CC=C1)S(N)(=O)=O)=N (N-hydroxy-3-sulfamoyl-benzamidine), C(C)OC=1C=C(C=CC1C(F)(F)F)C1=NC(=NC(=C1)C(F)(F)F)C(=O)O (4-(3-ethoxy-4-trifluoromethyl-phenyl)-6-trifluoromethyl-pyrimidine-2-carboxylic acid). Product: C(C)OC=1C=C(C=CC1C(F)(F)F)C1=NC(=NC(=C1)C(F)(F)F)C1=NC(=NO1)C=1C=C(C=CC1)S(=O)(=O)N (3-{5-[4-(3-Ethoxy-4-trifluoromethyl-phenyl)-6-trifluoromethyl-pyrimidin-2-yl]-[1,2,4]oxadiazol-3-yl}-benzenesulfonamide), solid. The yield is 18.0%. RXN SMILES: [OH:1][NH:2][C:3](=[NH:14])[C:4]1[CH:9]=[CH:8][CH:7]=[C:6]([S:10](=[O:13])(=[O:12])[NH2:11])[CH:5]=1.[CH2:15]([O:17][C:18]1[CH:19]=[C:20]([C:28]2[CH:33]=[C:32]([C:34]([F:37])([F:36])[F:35])[N:31]=[C:30]([C:38](O)=O)[N:29]=2)[CH:21]=[CH:22][C:23]=1[C:24]([F:27])([F:26])[F:25])[CH3:16]>>[CH2:15]([O:17][C:18]1[CH:19]=[C:20]([C:28]2[CH:33]=[C:32]([C:34]([F:36])([F:37])[F:35])[N:31]=[C:30]([C:38]3[O:1][N:2]=[C:3]([C:4]4[CH:5]=[C:6]([S:10]([NH2:11])(=[O:12])=[O:13])[CH:7]=[CH:8][CH:9]=4)[N:14]=3)[N:29]=2)[CH:21]=[CH:22][C:23]=1[C:24]([F:25])([F:26])[F:27])[CH3:16]. Reported procedure: The title compound was prepared from N-hydroxy-3-sulfamoyl-benzamidine [CAS-No. 9000-88-7] (0.16 g, 0.75 mmol) and 4-(3-ethoxy-4-trifluoromethyl-phenyl)-6-trifluoromethyl-pyrimidine-2-carboxylic acid (example D.4) (0.19 g, 0.5 mmol) according to the general procedure V. Obtained as a white solid (0.05 g, 18%). MS (ISP) 560.0 [(M+H)+]; mp 227° C. Starting materials: SCCS, Cc1ccccc1, N#CC1CCC(=O)C1CCCCC=O. The product is N#CC1CCC(=O)C1CCCCC1SCCS1. RXN SMILES: [CH2:15]([CH2:16][SH:17])[SH:18].[CH3:19][c:20]1[cH:21][cH:22][cH:23][cH:24][cH:25]1.[CH:1](=[O:2])[CH2:3][CH2:4][CH2:5][CH2:6][CH:7]1[CH:8]([C:13]#[N:14])[CH2:9][CH2:10][C:11]1=[O:12]>>[CH:1]1([CH2:3][CH2:4][CH2:5][CH2:6][CH:7]2[CH:8]([C:13]#[N:14])[CH2:9][CH2:10][C:11]2=[O:12])[S:17][CH2:16][CH2:15][S:18]1. The reactants are C(C=O)(=O)OCC (ethyl glyoxylate), FC1=CC=C(N)C=C1 (4-fluoroaniline), C(C)(=O)O[BH-](OC(C)=O)OC(C)=O.[Na+] (sodium triacetoxyborohydride), C(C)(=O)O (acetic acid). The solvent is ClCCCl (1,2-dichloroethane). Conditions: time 2 hour. Product: C(C)OC(CNC1=CC=C(C=C1)F)=O (N-(4-Fluorophenyl)glycine ethyl ester). The yield is 65.6%. Reaction SMILES: [C:1]([O:5][CH2:6][CH3:7])(=[O:4])[CH:2]=O.[F:8][C:9]1[CH:15]=[CH:14][C:12]([NH2:13])=[CH:11][CH:10]=1.C(O[BH-](OC(=O)C)OC(=O)C)(=O)C.[Na+].C(O)(=O)C>ClCCCl>[CH2:6]([O:5][C:1](=[O:4])[CH2:2][NH:13][C:12]1[CH:14]=[CH:15][C:9]([F:8])=[CH:10][CH:11]=1)[CH3:7] |f:2.3|. Procedure details: A solution of ethyl glyoxylate (2.47 g, 0.024 mol) in 1,2-dichloroethane (30 mL) under argon at room temperature was treated succesively with 4-fluoroaniline (1.80 g, 0.016 mol), sodium triacetoxyborohydride (5.12 g, 0.024 mol) and acetic acid (1 mL). After stirring for two hours, the mixture was concentrated, dissolved in ethyl acetate and washed 5% sodium bicarbonate, water and brine. The dried (anhydrous magnesium sulfate) organic solution was concentrated and crystallized from ether/hexanes ...